Dataset: the Open Reaction Database (ORD), a public repository of structured organic reaction records. Task: describe an organic reaction: reactants, conditions, products, and yield Reactants: CN(C)c1ccncc1, CCOC(=O)c1nc(Cl)c(CC)[nH]1, Cl, COC1CN(C(=O)OC(C)(C)C)CCC1N. The product is CCc1[nH]c(C(=O)NC2CCN(C(=O)OC(C)(C)C)CC2OC)nc1Cl. Reaction SMILES: [CH3:31][N:32]([c:33]1[cH:34][cH:35][n:36][cH:37][cH:38]1)[CH3:39].[Cl:17][c:18]1[n:19][c:20]([C:25](=[O:26])[O:27][CH2:28][CH3:29])[nH:21][c:22]1[CH2:23][CH3:24].[ClH:30].[NH2:1][CH:2]1[CH:3]([O:15][CH3:16])[CH2:4][N:5]([C:8](=[O:9])[O:10][C:11]([CH3:12])([CH3:13])[CH3:14])[CH2:6][CH2:7]1>>[NH:1]([CH:2]1[CH:3]([O:15][CH3:16])[CH2:4][N:5]([C:8](=[O:9])[O:10][C:11]([CH3:12])([CH3:13])[CH3:14])[CH2:6][CH2:7]1)[C:25]([c:20]1[n:19][c:18]([Cl:17])[c:22]([CH2:23][CH3:24])[nH:21]1)=[O:26]. The reactants are CC1=C(N=C(O1)C1=CC=CC=C1)CCOC1=CC=C(C=2SC=CC21)C=C2C(NC(S2)=O)=O (5-[[4-[2-(5-methyl-2-phenyl-4-oxazolyl)ethoxy]benzo[b]thien-7-yl]methylene]-2,4-thiazolidinedione), N1=CC(=CC(=C1)C(=O)O)C(=O)O (3,5-pyridinedicarboxylic acid), diethyl ester, C1(=CC(=CC(=C1)C)C)C (mesitylene). Run at temperature 167 celsius. Product: CC1=C(N=C(O1)C1=CC=CC=C1)CCOC1=CC=C(C=2SC=CC21)CC2C(NC(S2)=O)=O (5-{[4-[2-(5-methyl-2-phenyl-oxazol-4-yl)ethoxy]benzo[b]thiophen-7-yl]methyl}-2,4-thiazolidinedione). Isolated yield 92.9%. RXN SMILES: [CH3:1][C:2]1[O:6][C:5]([C:7]2[CH:12]=[CH:11][CH:10]=[CH:9][CH:8]=2)=[N:4][C:3]=1[CH2:13][CH2:14][O:15][C:16]1[C:24]2[CH:23]=[CH:22][S:21][C:20]=2[C:19]([CH:25]=[C:26]2[S:30][C:29](=[O:31])[NH:28][C:27]2=[O:32])=[CH:18][CH:17]=1.N1C=C(C(O)=O)C=C(C(O)=O)C=1.C1(C)C=C(C)C=C(C)C=1>>[CH3:1][C:2]1[O:6][C:5]([C:7]2[CH:12]=[CH:11][CH:10]=[CH:9][CH:8]=2)=[N:4][C:3]=1[CH2:13][CH2:14][O:15][C:16]1[C:24]2[CH:23]=[CH:22][S:21][C:20]=2[C:19]([CH2:25][CH:26]2[S:30][C:29](=[O:31])[NH:28][C:27]2=[O:32])=[CH:18][CH:17]=1. Procedure details: A 100 ml, 4-necked glass flask equipped with a mechanical stirrer, a thermometer, a cooler, a dropping funnel and an argon inlet was charged under argon in sequence with 9.20 g (19.6 mmol) of 5-[[4-[2-(5-methyl-2-phenyl-4-oxazolyl)ethoxy]benzo[b]thien-7-yl]methylene]-2,4-thiazolidinedione, 7.84 g (29.4 mmol) of 3,5-pyridinedicarboxylic acid, 1,4-dihydro-2,6-dimethyl-, diethyl ester and 43 ml of mesitylene. The suspension was stirred at reflux (ca. 167° C.) for 6 h, then the heating bath was remo... The reactants are [Br-], O=C1OC(=O)C2CC=CCC12, C1CCOC1, COc1ccc([Mg+])cc1OC, [Cl-], ClCCl, Cl, [NH4+]. The product is COc1ccc(C(=O)C2CC=CCC2C(=O)O)cc1OC. RXN SMILES: [Br-:1].[C:13]1(=[O:23])[CH:14]2[CH:15]([C:16](=[O:17])[O:18]1)[CH2:19][CH:20]=[CH:21][CH2:22]2.[CH2:27]1[O:28][CH2:29][CH2:30][CH2:31]1.[CH3:2][O:3][c:4]1[cH:5][c:6]([Mg+:12])[cH:7][cH:8][c:9]1[O:10][CH3:11].[Cl-:24].[Cl:32][CH2:33][Cl:34].[ClH:26].[NH4+:25]>>[CH3:2][O:3][c:4]1[cH:5][c:6]([C:13]([CH:14]2[CH:15]([C:16](=[O:17])[OH:18])[CH2:19][CH:20]=[CH:21][CH2:22]2)=[O:23])[cH:7][cH:8][c:9]1[O:10][CH3:11]. Reactants: C([O-])(O)=O.[Na+] (sodium bicarbonate), BrC1=CC=C(C=C1)C1(CC1)NC(=O)C1=CN(C2=NC=C(N=C21)C2=NN(C1=CC(=CC=C21)F)C)COCC[Si](C)(C)C (2-(6-fluoro-1-methyl-1H-indazol-3-yl)-5-(2-trimethylsilanylethoxymethyl)-5H-pyrrolo[2,3-b]pyrazine-7-carboxylic acid [1-(4-bromo-phenyl)-cyclopropyl]-amide), CCCC[N+](CCCC)(CCCC)CCCC.[F-] (TBAF), CC(OCC)=O (EA). Solvent: CC(=O)C (acetone), C1CCOC1 (THF), C(C)#N (acetonitrile), O (water). Conditions: temperature 85 celsius, time 1 hour. The product is BrC1=CC=C(C=C1)C1(CC1)NC(=O)C1=CNC2=NC=C(N=C21)C2=NN(C1=CC(=CC=C21)F)C (2-(6-fluoro-1-methyl-1H-indazol-3-yl)-5H-pyrrolo[2,3-b]pyrazine-7-carboxylic acid [1-(4-bromo-phenyl)-cyclopropyl]-amide). Isolated yield 63.4%. RXN SMILES: [Br:1][C:2]1[CH:7]=[CH:6][C:5]([C:8]2([NH:11][C:12]([C:14]3[C:22]4[C:17](=[N:18][CH:19]=[C:20]([C:23]5[C:31]6[C:26](=[CH:27][C:28]([F:32])=[CH:29][CH:30]=6)[N:25]([CH3:33])[N:24]=5)[N:21]=4)[N:16](COCC[Si](C)(C)C)[CH:15]=3)=[O:13])[CH2:10][CH2:9]2)=[CH:4][CH:3]=1.CCCC[N+](CCCC)(CCCC)CCCC.[F-].CC(=O)OCC.C(=O)(O)[O-].[Na+]>C1COCC1.O.C(#N)C.CC(C)=O>[Br:1][C:2]1[CH:7]=[CH:6][C:5]([C:8]2([NH:11][C:12]([C:14]3[C:22]4[C:17](=[N:18][CH:19]=[C:20]([C:23]5[C:31]6[C:26](=[CH:27][C:28]([F:32])=[CH:29][CH:30]=6)[N:25]([CH3:33])[N:24]=5)[N:21]=4)[NH:16][CH:15]=3)=[O:13])[CH2:10][CH2:9]2)=[CH:4][CH:3]=1 |f:1.2,4.5|. Reported procedure: To a stirred solution of 2-(6-fluoro-1-methyl-1H-indazol-3-yl)-5-(2-trimethylsilanylethoxymethyl)-5H-pyrrolo[2,3-b]pyrazine-7-carboxylic acid [1-(4-bromo-phenyl)-cyclopropyl]-amide (50 mg, 0.078 mmol) in THF (3 mL) was added a solution of TBAF (1.0 M in THF, 1.18 mL, 1.18 mmol) at room temperature. The resulting light brown solution was heated to 85° C. and stirred for 3 h at which time TLC analysis (EA, Rf=0.3) indicated the absence of starting material. Then, the reaction mixture was cooled to... Reactants: C(C)(=O)C1=CC2=C(N(C=N2)C2=CC(=CC=C2)I)C=C1 (5-Acetyl-1-(3-iodophenyl)benzimidazole), C(C)(=O)C1=CC2=C(N=C(N2)C2=CC(=CC=C2)Br)C=C1 (5-acetyl-(3-bromophenyl)benzimidazole). Product: C(C)(=O)C1=CC2=C(N(C=N2)C2=CC(=CC=C2)C=2C=NC=CC2)C=C1 (5-Acetyl-1-(3-(3-pyridyl)phenyl)benzimidazole). As a reaction SMILES: [C:1]([C:4]1[CH:19]=[CH:18][C:7]2[N:8]([C:11]3[CH:16]=[CH:15][CH:14]=[C:13](I)[CH:12]=3)[CH:9]=[N:10][C:6]=2[CH:5]=1)(=[O:3])[CH3:2].C(C1C=CC2N=[C:28]([C:30]3[CH:35]=[CH:34][CH:33]=C(Br)C=3)[NH:29]C=2C=1)(=O)C>>[C:1]([C:4]1[CH:19]=[CH:18][C:7]2[N:8]([C:11]3[CH:16]=[CH:15][CH:14]=[C:13]([C:34]4[CH:33]=[N:29][CH:28]=[CH:30][CH:35]=4)[CH:12]=3)[CH:9]=[N:10][C:6]=2[CH:5]=1)(=[O:3])[CH3:2]. Procedure: 5-Acetyl-1-(3-iodophenyl)benzimidazole in mixture with 5-acetyl-(3-bromophenyl)benzimidazole (36) was prepared analogously from 35 (Example 4). Yield: ~91% (2 steps from 34). RXN SMILES: [CH3:1][CH:2]([CH3:29])[CH2:3][CH2:4][NH:5][C:6]([C:8]1[CH:21]=[CH:20][C:19]2[S:18][C:17]3[C:12](=[CH:13][CH:14]=[CH:15][CH:16]=3)[N:11]([CH:22]([CH3:28])[CH2:23][N:24]([CH2:26][CH3:27])[CH3:25])[C:10]=2[CH:9]=1)=S.[ClH:30].C(O)(=O)/C=C/C(O)=[O:35]>C(O)C.C(OC(C)C)(C)C>[ClH:30].[CH3:1][CH:2]([CH3:29])[CH2:3][CH2:4][NH:5][C:6]([C:8]1[CH:21]=[CH:20][C:19]2[S:18][C:17]3[C:12](=[CH:13][CH:14]=[CH:15][CH:16]=3)[N:11]([CH:22]([CH3:28])[CH2:23][N:24]([CH2:26][CH3:27])[CH3:25])[C:10]=2[CH:9]=1)=[O:35] |f:5.6|. Solvent: C(C)(C)OC(C)C (isopropyl ether), C(C)O (ethanol). Reactants: Cl (hydrochloric acid), CC(CCNC(=S)C1=CC=2N(C3=CC=CC=C3SC2C=C1)C(CN(C)CC)C)C (N-(3-Methylbutyl)-10-[(2RS)-1-(N-ethyl-N-methyl-amino)-2-propyl]-2-phenothiazinecarbothioamide), C(\C=C\C(=O)O)(=O)O (fumaric acid). Reaction conditions: temperature 20 celsius, time 16 hour. Yields the product Cl.CC(CCNC(=O)C1=CC=2N(C3=CC=CC=C3SC2C=C1)C(CN(C)CC)C)C (N-(3-Methylbutyl)-10-[(2RS)-1-(N-ethyl-N-methylamino)-2-propyl]-2-phenothiazinecarboxamide hydrochloride). Reported procedure: N-(3-Methylbutyl)-10-[(2RS)-1-(N-ethyl-N-methyl-amino)-2-propyl]-2-phenothiazinecarbothioamide (0.3 g) is dissolved in a solution of fumaric acid (81 mg) in absolute ethanol (5 cc) and the mixture is concentrated to dryness under reduced pressure (30 mm Hg; 4 kPa) at 40° C. The residual orange product of meringue-like consistency is dissolved in acetic acid (5 cc) and mercuric acetate (0.23 g) is added. The orange suspension obtained is stirred for 16 hours at a temperature in the region of 20° ... The reactants are C1(CCC(=O)O1)=O (succinic anhydride), ClC=1C=CC2=C(N(C(S2)=O)CC(=O)N2CCC(CC2)O)C1 (5-chloro-3-(4-hydroxypiperidinocarbonylmethyl)benzothiazolin-2-one). Solvent: O1CCCC1 (tetrahydrofuran), N1=CC=CC=C1 (pyridine), O1CCCC1 (tetrahydrofuran). Conditions: time 8 hour. Product: ClC=1C=CC2=C(N(C(S2)=O)CC(=O)N2CCC(CC2)OC(=O)CCC(=O)O)C1 (3-[1-(5-chloro-2-oxobenzothiazolin-3-yl-acetyl)piperidin-4-yl-oxycarbonyl]propionic acid). Isolated yield 59.8%. RXN SMILES: [Cl:1][C:2]1[CH:3]=[CH:4][C:5]2[S:9][C:8](=[O:10])[N:7]([CH2:11][C:12]([N:14]3[CH2:19][CH2:18][CH:17]([OH:20])[CH2:16][CH2:15]3)=[O:13])[C:6]=2[CH:21]=1.[C:22]1(=[O:28])[O:27][C:25](=[O:26])[CH2:24][CH2:23]1>N1C=CC=CC=1.O1CCCC1>[Cl:1][C:2]1[CH:3]=[CH:4][C:5]2[S:9][C:8](=[O:10])[N:7]([CH2:11][C:12]([N:14]3[CH2:15][CH2:16][CH:17]([O:20][C:22]([CH2:23][CH2:24][C:25]([OH:27])=[O:26])=[O:28])[CH2:18][CH2:19]3)=[O:13])[C:6]=2[CH:21]=1. Procedure: A solution of 5-chloro-3-(4-hydroxypiperidinocarbonylmethyl)benzothiazolin-2-one (3.2 g) in dry pyridine (2.5 ml) and dry tetrahydrofuran (50 ml) was cooled. To the solution was dropwise added a solution of succinic anhydride (1.1 g) in dry tetrahydrofuran (5 ml) under stirring. The mixture was refluxed for 2 hours and then left overnight. The reaction mixture was treated in the same manner as that in Example 6 to yield the title compound as colorless crystals (2.5 g). Starting materials: CC(N)CCCc1cccnc1, COc1cccc(C2(c3cccc(OC)c3)CC2C=CC(=O)Oc2ccc([N+](=O)[O-])cc2)c1, C1CCOC1. Product: COc1cccc(C2(c3cccc(OC)c3)CC2C=CC(=O)NC(C)CCCc2cccnc2)c1. As a reaction SMILES: [CH3:34][CH:35]([CH2:36][CH2:37][CH2:38][c:39]1[cH:40][n:41][cH:42][cH:43][cH:44]1)[NH2:45].[N+:1]([c:2]1[cH:3][cH:4][c:5]([O:10][C:11](=[O:6])[CH:12]=[CH:13][CH:14]2[C:15]([c:17]3[cH:18][c:19]([O:23][CH3:24])[cH:20][cH:21][cH:22]3)([c:25]3[cH:26][c:27]([O:31][CH3:32])[cH:28][cH:29][cH:30]3)[CH2:16]2)[cH:7][cH:8]1)([O-:9])=[O:33].[O:46]1[CH2:47][CH2:48][CH2:49][CH2:50]1>>[O:10]=[C:11]([CH:12]=[CH:13][CH:14]1[C:15]([c:17]2[cH:18][c:19]([O:23][CH3:24])[cH:20][cH:21][cH:22]2)([c:25]2[cH:26][c:27]([O:31][CH3:32])[cH:28][cH:29][cH:30]2)[CH2:16]1)[NH:45][CH:35]([CH3:34])[CH2:36][CH2:37][CH2:38][c:39]1[cH:40][n:41][cH:42][cH:43][cH:44]1.